From a dataset of the Open Reaction Database (ORD), a public repository of structured organic reaction records. describe an organic reaction: reactants, conditions, products, and yield The reactants are [H-].[Li+] (lithium hydride), BrCC (bromoethane), O=C1N(C(C2=C(N1CC=1N=NNN1)C=C(S2)C2=CC=CC=C2)=O)C2CCN(CC2)C(=O)OC(C)(C)C (tert-butyl 4-[2,4-dioxo-6-phenyl-1-(2H-tetrazol-5-ylmethyl)-1,4-dihydrothieno[3,2-d]pyrimidin-3(2H)-yl]piperidine-1-carboxylate), O=C1N(C(C2=C(N1CC1=NN=NN1)C=C(S2)C2=CC=CC=C2)=O)C2CCN(CC2)C(=O)OC(C)(C)C (tert-butyl 4-[2,4-dioxo-6-phenyl-1-(1H-tetrazol-5-ylmethyl)-1,4-dihydrothieno[3,2-d]pyrimidin-3(2H)-yl]piperidine-1-carboxylate). Solvent: CN(C)C=O (DMF). Reaction conditions: temperature 40 celsius, time 1.5 hour. Product: C(C)N1N=NN=C1CN1C(N(C(C2=C1C=C(S2)C2=CC=CC=C2)=O)C2CCN(CC2)C(=O)OC(C)(C)C)=O (tert-butyl 4-{1-[(1-ethyl-1H-tetrazol-5-yl)methyl]-2,4-dioxo-6-phenyl-1,4-dihydrothieno[3,2-d]pyrimidin-3(2H)-yl}piperidine-1-carboxylate), C(C)N1N=C(N=N1)CN1C(N(C(C2=C1C=C(S2)C2=CC=CC=C2)=O)C2CCN(CC2)C(=O)OC(C)(C)C)=O (tert-butyl 4-{1-[(2-ethyl-2H-tetrazol-5-yl)methyl]-2,4-dioxo-6-phenyl-1,4-dihydrothieno[3,2-d]pyrimidin-3(2H)-yl}piperidine-1-carboxylate). As a reaction SMILES: [O:1]=[C:2]1[N:7]([CH2:8][C:9]2[N:10]=[N:11][NH:12][N:13]=2)[C:6]2[CH:14]=[C:15]([C:17]3[CH:22]=[CH:21][CH:20]=[CH:19][CH:18]=3)[S:16][C:5]=2[C:4](=[O:23])[N:3]1[CH:24]1[CH2:29][CH2:28][N:27]([C:30]([O:32][C:33]([CH3:36])([CH3:35])[CH3:34])=[O:31])[CH2:26][CH2:25]1.[H-].[Li+].Br[CH2:40][CH3:41]>CN(C=O)C>[CH2:40]([N:13]1[C:9]([CH2:8][N:7]2[C:6]3[CH:14]=[C:15]([C:17]4[CH:18]=[CH:19][CH:20]=[CH:21][CH:22]=4)[S:16][C:5]=3[C:4](=[O:23])[N:3]([CH:24]3[CH2:25][CH2:26][N:27]([C:30]([O:32][C:33]([CH3:36])([CH3:35])[CH3:34])=[O:31])[CH2:28][CH2:29]3)[C:2]2=[O:1])=[N:10][N:11]=[N:12]1)[CH3:41].[CH2:40]([N:11]1[N:12]=[N:13][C:9]([CH2:8][N:7]2[C:6]3[CH:14]=[C:15]([C:17]4[CH:18]=[CH:19][CH:20]=[CH:21][CH:22]=4)[S:16][C:5]=3[C:4](=[O:23])[N:3]([CH:24]3[CH2:25][CH2:26][N:27]([C:30]([O:32][C:33]([CH3:36])([CH3:35])[CH3:34])=[O:31])[CH2:28][CH2:29]3)[C:2]2=[O:1])=[N:10]1)[CH3:41] |f:1.2|. Procedure: To a solution of the tautomeric mixture of tert-butyl 4-[2,4-dioxo-6-phenyl-1-(2H-tetrazol-5-ylmethyl)-1,4-dihydrothieno[3,2-d]pyrimidin-3(2H)-yl]piperidine-1-carboxylate and tert-butyl 4-[2,4-dioxo-6-phenyl-1-(1H-tetrazol-5-ylmethyl)-1,4-dihydrothieno[3,2-d]pyrimidin-3(2H)-yl]piperidine-1-carboxylate (255 mg; compound B14b) in DMF (5 ml) under nitrogen atmosphere is added lithium hydride (5.0 mg). After 10 min at RT bromoethane (163 mg) is added. The mixture is stirred for 1.5 h at 40° C. then ... The reactants are C(C)(C)(C)OC(=O)N1CCC2=C(CC1)C(=C(C=C2)Cl)SC(N(C)C)=O (3-tert-butoxycarbonyl-7-chloro-6-dimethylcarbamoylthio-2,3,4,5-tetrahydro-1H-benzo[d]azepine), O1C[C@H](CC1)OS(=O)(=O)C1=CC=C(C=C1)C ((S)-toluene-4-sulfonic acid tetrahydrofuran-3-yl ester). Product: Cl.ClC1=C(C2=C(CCNCC2)C=C1)SC1COCC1 ((−)-7-Chloro-6-(tetrahydrofuran-3-ylthio)-2,3,4,5-tetrahydro-1H-benzo[d]azepine Hydrochloride). Reaction SMILES: C(OC([N:8]1[CH2:14][CH2:13][C:12]2[C:15]([S:20][C:21](=O)N(C)C)=[C:16]([Cl:19])[CH:17]=[CH:18][C:11]=2[CH2:10][CH2:9]1)=O)(C)(C)C.[O:26]1[CH2:30]C[C@H:28](OS(C2C=CC(C)=CC=2)(=O)=O)[CH2:27]1>>[ClH:19].[Cl:19][C:16]1[CH:17]=[CH:18][C:11]2[CH2:10][CH2:9][NH:8][CH2:14][CH2:13][C:12]=2[C:15]=1[S:20][CH:21]1[CH2:28][CH2:27][O:26][CH2:30]1 |f:2.3|. Reported procedure: Use a method similar to the Example 332, using 3-tert-butoxycarbonyl-7-chloro-6-dimethylcarbamoylthio-2,3,4,5-tetrahydro-1H-benzo[d]azepine and (S)-toluene-4-sulfonic acid tetrahydrofuran-3-yl ester to give, after deprotection using a method similar to the General Procedure 1-4, the title compound as an off-white solid. MS (APCI+) m/z: 284 (M+H)+; [α]20D −28.01 (c 0.5, CH3OH). ee=97.8% [Chiral HPLC: Column: YMC ODS-AQ 120 Å 4.6×50 mm [S-3 μm]; eluent: gradient from 95:5 to 5:95 A/B; solvent A: w... Reactants: OCCCBr, O=C([O-])[O-], COc1cc2c(Oc3cc(C)c(C)nc3-c3ccc(C)cn3)ccnc2cc1O, CN(C)C=O, [K+], [K+]. Yields the product COc1cc2c(Oc3cc(C)c(C)nc3-c3ccc(C)cn3)ccnc2cc1OCCCO. RXN SMILES: [Br:36][CH2:37][CH2:38][CH2:39][OH:40].[C:30](=[O:31])([O-:32])[O-:33].[CH3:1][O:2][c:3]1[cH:4][c:5]2[c:6]([O:14][c:15]3[c:16](-[c:23]4[n:24][cH:25][c:26]([CH3:29])[cH:27][cH:28]4)[n:17][c:18]([CH3:22])[c:19]([CH3:21])[cH:20]3)[cH:7][cH:8][n:9][c:10]2[cH:11][c:12]1[OH:13].[CH3:41][N:42]([CH3:43])[CH:44]=[O:45].[K+:34].[K+:35]>>[CH3:1][O:2][c:3]1[cH:4][c:5]2[c:6]([O:14][c:15]3[c:16](-[c:23]4[n:24][cH:25][c:26]([CH3:29])[cH:27][cH:28]4)[n:17][c:18]([CH3:22])[c:19]([CH3:21])[cH:20]3)[cH:7][cH:8][n:9][c:10]2[cH:11][c:12]1[O:13][CH2:37][CH2:38][CH2:39][OH:40]. Reactants: C(C(=O)Cl)(=O)Cl (Oxalyl chloride), C[C@@H]1N(C[C@H](N(C1)S(=O)(=O)C1=CC=C(C=C1)C(=O)O)C)C([C@@](C(F)(F)F)(C)O)=O ((R)-[(2S,5R)-2-Methyl-5-methyl-4-(4-carboxyphenylsulphonyl)-1-(3,3,3-trifluoro-2-hydroxy-2-methylpropionyl)piperazine]), CNC (dimethylamine), resultant mixture, resultant mixture, CCOC(=O)C (EtOAc). Run in C(Cl)Cl (DCM). Product: C[C@@H]1N(C[C@H](N(C1)S(=O)(=O)C1=CC=C(C=C1)C(N(C)C)=O)C)C([C@@](C(F)(F)F)(C)O)=O ((R)-[(2S,5R)-2-Methyl-5-methyl-4-(4-dimethylcarbamoylphenylsulphonyl)-1-(3,3,3-trifluoro-2-hydroxy-2-methylpropionyl)piperazine]). Isolated yield 7.7%. As a reaction SMILES: C(Cl)(=O)C(Cl)=O.[CH3:7][C@H:8]1[CH2:13][N:12]([S:14]([C:17]2[CH:22]=[CH:21][C:20]([C:23](O)=[O:24])=[CH:19][CH:18]=2)(=[O:16])=[O:15])[C@H:11]([CH3:26])[CH2:10][N:9]1[C:27](=[O:35])[C@:28]([OH:34])([CH3:33])[C:29]([F:32])([F:31])[F:30].[CH3:36][NH:37][CH3:38].CCOC(C)=O>C(Cl)Cl>[CH3:7][C@H:8]1[CH2:13][N:12]([S:14]([C:17]2[CH:18]=[CH:19][C:20]([C:23](=[O:24])[N:37]([CH3:38])[CH3:36])=[CH:21][CH:22]=2)(=[O:16])=[O:15])[C@H:11]([CH3:26])[CH2:10][N:9]1[C:27](=[O:35])[C@:28]([OH:34])([CH3:33])[C:29]([F:30])([F:31])[F:32]. Procedure: Oxalyl chloride (0.08 ml, 0.88 mmol) was added to a solution of (R)-[(2S,5R)-2-methyl-5-methyl-4-(4-carboxyphenylsulphonyl)-1-(3,3,3-trifluoro-2-hydroxy-2-methylpropionyl)piperazine] (320 mg, 0.73 mmol) (Example 4) in DCM (25 ml). The resultant mixture was stirred at ambient temperature for 4 hours, evaporated to dryness, the residue treated with 40% aqueous dimethylamine (0.82 ml, 7.3 mmol) and the resultant mixture was stirred at ambient temperature overnight. The mixture was treated with EtOA... The reactants are [N-]=[N+]=[N-].[Na+] (sodium azide), CS(=O)(=O)OC[C@@H](OCC1=CC=CC=C1)[C@H](OCC1=CC=CC=C1)[C@@H](OS(=O)(=O)C)COCC1=CC=CC=C1 (1,4-di-O-methanesulfonyl-2,3,5-tri-O-benzyl-L-xylitol). The solvent is CN(C=O)C (dimethylformamide). Reaction conditions: temperature 60 celsius. Yields the product N(=[N+]=[N-])C[C@@H](OCC1=CC=CC=C1)[C@H](OCC1=CC=CC=C1)[C@@H](OS(=O)(=O)C)COCC1=CC=CC=C1 (1-azido-1-deoxy-4-O-methanesulfonyl -2,3,5-tri-O-benzyl-L-xylitol). Isolated yield 68.2%. Reaction SMILES: [N-:1]=[N+:2]=[N-:3].[Na+].CS(O[CH2:10][C@H:11]([C@@H:20]([C@H:29]([CH2:35][O:36][CH2:37][C:38]1[CH:43]=[CH:42][CH:41]=[CH:40][CH:39]=1)[O:30][S:31]([CH3:34])(=[O:33])=[O:32])[O:21][CH2:22][C:23]1[CH:28]=[CH:27][CH:26]=[CH:25][CH:24]=1)[O:12][CH2:13][C:14]1[CH:19]=[CH:18][CH:17]=[CH:16][CH:15]=1)(=O)=O>CN(C)C=O>[N:1]([CH2:10][C@H:11]([C@@H:20]([C@H:29]([CH2:35][O:36][CH2:37][C:38]1[CH:39]=[CH:40][CH:41]=[CH:42][CH:43]=1)[O:30][S:31]([CH3:34])(=[O:33])=[O:32])[O:21][CH2:22][C:23]1[CH:28]=[CH:27][CH:26]=[CH:25][CH:24]=1)[O:12][CH2:13][C:14]1[CH:15]=[CH:16][CH:17]=[CH:18][CH:19]=1)=[N+:2]=[N-:3] |f:0.1|. Procedure: A mixture of sodium azide (1.72 g, 26.4 mmol) and 1,4-di-O-methanesulfonyl-2,3,5-tri-O-benzyl-L-xylitol (13.9 g, 24 mmol) in dimethylformamide (500 mL) is heated overnight at 60° C. under stirring. Dimethylformamide is evaporated under reduced pressure. The residue is dissolved in ethyl acetate and washed with water. The organic layer is dried over sodium sulfate, filtered and concentrated under reduced pressure, yielding an oil. Flash chromatography on silica gel and elution with a 7:3 mixture ... The reactants are CSC.B (Borane dimethylsulphide), BrCC1=CC=C(C=C1)CC(=O)O (2-(4-(bromomethyl)phenyl)acetic acid), CO (Methanol). Solvent: C1CCOC1 (THF). Run at time 1 hour. Yields the product BrCC1=CC=C(C=C1)CCO (2-(4-(Bromomethyl)phenyl)ethanol). RXN SMILES: CSC.B.[Br:5][CH2:6][C:7]1[CH:12]=[CH:11][C:10]([CH2:13][C:14](O)=[O:15])=[CH:9][CH:8]=1.CO>C1COCC1>[Br:5][CH2:6][C:7]1[CH:12]=[CH:11][C:10]([CH2:13][CH2:14][OH:15])=[CH:9][CH:8]=1 |f:0.1|. Procedure: Borane dimethylsulphide complex (2M in THF, 4.37 mL) was added dropwise to a solution of 2-(4-(bromomethyl)phenyl)acetic acid (1.0 g) in THF (20 mL) at 20° C. and the mixture stirred for 1 hour. Methanol was added dropwise until bubbling ceased and the solvent evaporated in vacuo. Purification was by silica gel chromatography eluting with 30% ethyl acetate in isohexane. The fractions containing product were combined and evaporated in vacuo to give the subtitled compound as a white crystalline so... The reactants are FC(S(=O)(=O)OC=1C=CC2=C(C(=C(O2)C2=CC=C(C=C2)F)C(NC)=O)C1F)(F)F (4-fluoro-2-(4-fluorophenyl)-3-(methylcarbamoyl)benzofuran-5-yl trifluoromethanesulfonate), COC1=C(C(=O)OC)C=C(C(=C1)C)B1OC(C(O1)(C)C)(C)C (methyl 2-methoxy-4-methyl-5-(4,4,5,5-tetramethyl-1,3,2-dioxaborolan-2-yl)benzoate), C([O-])([O-])=O.[Cs+].[Cs+] (cesium carbonate). The reagents and catalysts are C=1C=CC(=CC1)[P](C=2C=CC=CC2)(C=3C=CC=CC3)[Pd]([P](C=4C=CC=CC4)(C=5C=CC=CC5)C=6C=CC=CC6)([P](C=7C=CC=CC7)(C=8C=CC=CC8)C=9C=CC=CC9)[P](C=1C=CC=CC1)(C=1C=CC=CC1)C=1C=CC=CC1 ((Ph3P)4Pd). The solvent is O (H2O), O1CCOCC1 (1,4-dioxane), O1CCOCC1 (1,4-dioxane). Conditions: temperature 95 celsius, time 30 minute. Yields the product FC1=C(C=CC2=C1C(=C(O2)C2=CC=C(C=C2)F)C(NC)=O)C=2C(=CC(=C(C(=O)OC)C2)OC)C (methyl 5-(4-fluoro-2-(4-fluorophenyl)-3-(methylcarbamoyl)benzofuran-5-yl)-2-methoxy-4-methylbenzoate). RXN SMILES: FC(F)(F)S(O[C:7]1[CH:8]=[CH:9][C:10]2[O:14][C:13]([C:15]3[CH:20]=[CH:19][C:18]([F:21])=[CH:17][CH:16]=3)=[C:12]([C:22](=[O:25])[NH:23][CH3:24])[C:11]=2[C:26]=1[F:27])(=O)=O.[CH3:30][O:31][C:32]1[CH:41]=[C:40]([CH3:42])[C:39](B2OC(C)(C)C(C)(C)O2)=[CH:38][C:33]=1[C:34]([O:36][CH3:37])=[O:35].C(=O)([O-])[O-].[Cs+].[Cs+]>O.O1CCOCC1.C1C=CC([P]([Pd]([P](C2C=CC=CC=2)(C2C=CC=CC=2)C2C=CC=CC=2)([P](C2C=CC=CC=2)(C2C=CC=CC=2)C2C=CC=CC=2)[P](C2C=CC=CC=2)(C2C=CC=CC=2)C2C=CC=CC=2)(C2C=CC=CC=2)C2C=CC=CC=2)=CC=1>[F:27][C:26]1[C:11]2[C:12]([C:22](=[O:25])[NH:23][CH3:24])=[C:13]([C:15]3[CH:16]=[CH:17][C:18]([F:21])=[CH:19][CH:20]=3)[O:14][C:10]=2[CH:9]=[CH:8][C:7]=1[C:39]1[C:40]([CH3:42])=[CH:41][C:32]([O:31][CH3:30])=[C:33]([CH:38]=1)[C:34]([O:36][CH3:37])=[O:35] |f:2.3.4,^1:68,70,89,108|. Procedure details: A mixture of the above prepared 4-fluoro-2-(4-fluorophenyl)-3-(methylcarbamoyl)benzofuran-5-yl trifluoromethanesulfonate (assumed 0.211 mmol), methyl 2-methoxy-4-methyl-5-(4,4,5,5-tetramethyl-1,3,2-dioxaborolan-2-yl)benzoate (0.078 g, 0.253 mmol), (Ph3P)4Pd (0.024 g, 0.021 mmol) and cesium carbonate (0.103 g, 0.317 mmol) in a mixture of H2O (0.2 mL)/1,4-dioxane (1 mL) was stirred at 95° C. for 2 hours 30 min. The mixture was left standing at r.t. overnight. The mixture was diluted with 3.5 ml 1,... Reactants: NC1=C(C=C(C[C@@H]2CS(C[C@@H]3N(C(O[C@@H]23)=O)CC2=CC(=CC=C2)C(C)(C)C)(=O)=O)C=C1OCC(F)(F)F)F ((3aR,7S,7aS)-7-[4-amino-3-fluoro-5-(2,2,2-trifluoro-ethoxy)-benzyl]-3-(3-tert-butyl-benzyl)-5,5-dioxo-hexahydro-1-oxa-5lambda*6*-thia-3-aza-inden-2-one), ClCC(=O)Cl (chloroacetylchloride). Solvent: C1(=CC=CC=C1)C (toluene). Product: C(C)(C)(C)C=1C=C(CN2C(O[C@H]3[C@@H](CS(C[C@H]23)(=O)=O)CC2=CC(=C(C(=C2)OCC(F)(F)F)NC(CCl)=O)F)=O)C=CC1 (N-[4-[(3aR,7S,7aS)-3-(3-tert-Butyl-benzyl)-2,5,5-trioxo-octahydro-1-oxa-5lambda*6*-thia-3-aza-inden-7-ylmethyl]-2-fluoro-6-(2,2,2-trifluoro-ethoxy)-phenyl]-2-chloro-acetamide). RXN SMILES: [NH2:1][C:2]1[C:31]([O:32][CH2:33][C:34]([F:37])([F:36])[F:35])=[CH:30][C:5]([CH2:6][C@H:7]2[C@H:15]3[C@@H:11]([N:12]([CH2:17][C:18]4[CH:23]=[CH:22][CH:21]=[C:20]([C:24]([CH3:27])([CH3:26])[CH3:25])[CH:19]=4)[C:13](=[O:16])[O:14]3)[CH2:10][S:9](=[O:29])(=[O:28])[CH2:8]2)=[CH:4][C:3]=1[F:38].[Cl:39][CH2:40][C:41](Cl)=[O:42]>C1(C)C=CC=CC=1>[C:24]([C:20]1[CH:19]=[C:18]([CH:23]=[CH:22][CH:21]=1)[CH2:17][N:12]1[C@@H:11]2[C@H:15]([C@H:7]([CH2:6][C:5]3[CH:30]=[C:31]([O:32][CH2:33][C:34]([F:36])([F:37])[F:35])[C:2]([NH:1][C:41](=[O:42])[CH2:40][Cl:39])=[C:3]([F:38])[CH:4]=3)[CH2:8][S:9](=[O:29])(=[O:28])[CH2:10]2)[O:14][C:13]1=[O:16])([CH3:27])([CH3:25])[CH3:26]. Reported procedure: The title compound was prepared in analogous manner as described for example 8p) from (3aR,7S,7aS)-7-[4-amino-3-fluoro-5-(2,2,2-trifluoro-ethoxy)-benzyl]-3-(3-tert-butyl-benzyl)-5,5-dioxo-hexahydro-1-oxa-5lambda*6*-thia-3-aza-inden-2-one (400 mg, 0.716 mmol) and chloroacetylchloride (324 mg, 2.86 mmol) to yield a white foam: TLC Rf=0.40 (toluene-ETA 85:15); ESIMS [M+NH4]+=652, 654, [M−H]−=633, 635; UPLC RtD=1.861 min; 1H NMR (600 MHz, DMSO-d6): δ 9.64 (s, 1H, NH), 7.41 (s, 1H), 7.33 (d, 1H), 7.2... The reactants are CC(=O)OCC1OC(Oc2n[nH]c(C(C)C)c2Cc2ccc(CCNC(=O)OCc3ccccc3)cc2C)C(OC(C)=O)C(OC(C)=O)C1OC(C)=O, C, C1CCOC1, [Pd]. Yields the product CC(=O)OCC1OC(Oc2n[nH]c(C(C)C)c2Cc2ccc(CCN)cc2C)C(OC(C)=O)C(OC(C)=O)C1OC(C)=O. Reaction SMILES: [C:1]([CH3:2])(=[O:3])[O:4][CH:5]1[CH:6]([O:24][c:25]2[n:26][nH:27][c:28]([CH:51]([CH3:52])[CH3:53])[c:29]2[CH2:30][c:31]2[c:32]([CH3:50])[cH:33][c:34]([CH2:37][CH2:38][NH:39][C:40]([O:41][CH2:42][c:43]3[cH:44][cH:45][cH:46][cH:47][cH:48]3)=[O:49])[cH:35][cH:36]2)[O:7][CH:8]([CH2:19][O:20][C:21]([CH3:22])=[O:23])[CH:9]([O:15][C:16]([CH3:17])=[O:18])[CH:10]1[O:11][C:12]([CH3:13])=[O:14].[C:59].[O:54]1[CH2:55][CH2:56][CH2:57][CH2:58]1.[Pd:60]>>[C:1]([CH3:2])(=[O:3])[O:4][CH:5]1[CH:6]([O:24][c:25]2[n:26][nH:27][c:28]([CH:51]([CH3:52])[CH3:53])[c:29]2[CH2:30][c:31]2[c:32]([CH3:50])[cH:33][c:34]([CH2:37][CH2:38][NH2:39])[cH:35][cH:36]2)[O:7][CH:8]([CH2:19][O:20][C:21]([CH3:22])=[O:23])[CH:9]([O:15][C:16]([CH3:17])=[O:18])[CH:10]1[O:11][C:12]([CH3:13])=[O:14].